Dataset: the Open Reaction Database (ORD), a public repository of structured organic reaction records. Task: describe an organic reaction: reactants, conditions, products, and yield The reactants are C1(CCCC1)C=1C=C(C=NC1OCC(F)(F)F)N (5-cyclopentyl-6-(2,2,2-trifluoro-ethoxy)-pyridin-3-ylamine), N1=C(C=CC=C1)C(=O)O (pyridine-2-carboxylic acid). The product is C1(CCCC1)C=1C=C(C=NC1OCC(F)(F)F)NC(=O)C1=NC=CC=C1 (pyridine-2-carboxylic acid [5-cyclopentyl-6-(2,2,2-trifluoro-ethoxy)-pyridin-3-yl]-amide). The yield is 54.7%. RXN SMILES: [CH:1]1([C:6]2[CH:7]=[C:8]([NH2:18])[CH:9]=[N:10][C:11]=2[O:12][CH2:13][C:14]([F:17])([F:16])[F:15])[CH2:5][CH2:4][CH2:3][CH2:2]1.[N:19]1[CH:24]=[CH:23][CH:22]=[CH:21][C:20]=1[C:25](O)=[O:26]>>[CH:1]1([C:6]2[CH:7]=[C:8]([NH:18][C:25]([C:20]3[CH:21]=[CH:22][CH:23]=[CH:24][N:19]=3)=[O:26])[CH:9]=[N:10][C:11]=2[O:12][CH2:13][C:14]([F:15])([F:16])[F:17])[CH2:2][CH2:3][CH2:4][CH2:5]1. Reported procedure: This compound was prepared following the same procedure as described for Example 3 using 5-cyclopentyl-6-(2,2,2-trifluoro-ethoxy)-pyridin-3-ylamine (Example 1c) (100 mg, 0.38 mmol) and pyridine-2-carboxylic acid (41 mg, 0.33 mmol) as starting materials. The title compound (66 mg, 46.8%) was isolated as off white solid; MS (ESI): 366 [M+H]+. Starting materials: C1(CCCC1)OC=1C=C(C=CC1OC)C1(CCC2(CC1)OCCO2)C#CC2=NC=CC=C2 (4-(3-cyclopentyloxy-4-methoxyphenyl)-1,1-(ethylenedioxy)-4-(2-pyridylethynyl)cyclohexane), C1(=CC=C(C=C1)S(=O)(=O)[O-])C.[NH+]1=CC=CC=C1 (pyridinium p-toluenesulfonate). The solvent is CC(=O)C (acetone), O (water). The product is C1(CCCC1)OC=1C=C(C=CC1OC)C1(CCC(CC1)=O)C#CC1=NC=CC=C1 (4-(3-cyclopentyloxy-4-methoxyphenyl)-4-(2-pyridylethynyl)cyclohexan-1-one). Reaction SMILES: [CH:1]1([O:6][C:7]2[CH:8]=[C:9]([C:15]3([C:25]#[C:26][C:27]4[CH:32]=[CH:31][CH:30]=[CH:29][N:28]=4)[CH2:20][CH2:19][C:18]4(OCC[O:21]4)[CH2:17][CH2:16]3)[CH:10]=[CH:11][C:12]=2[O:13][CH3:14])[CH2:5][CH2:4][CH2:3][CH2:2]1.C1(C)C=CC(S([O-])(=O)=O)=CC=1.[NH+]1C=CC=CC=1>CC(C)=O.O>[CH:1]1([O:6][C:7]2[CH:8]=[C:9]([C:15]3([C:25]#[C:26][C:27]4[CH:32]=[CH:31][CH:30]=[CH:29][N:28]=4)[CH2:16][CH2:17][C:18](=[O:21])[CH2:19][CH2:20]3)[CH:10]=[CH:11][C:12]=2[O:13][CH3:14])[CH2:2][CH2:3][CH2:4][CH2:5]1 |f:1.2|. Procedure: A mixture of 4-(3-cyclopentyloxy-4-methoxyphenyl)-1,1-(ethylenedioxy)-4-(2-pyridylethynyl)cyclohexane (0.17 g, 0.39 mmol) and pyridinium p-toluenesulfonate (0.10 g, 0.39 mmol) in acetone (4 mL) and water (1 mL) was refluxed for three days, then was evaporated. Water was added, the mixture was extracted three times with dichloromethane, the extract was dried (magnesium sulfate) and was evaporated. Purification by flash chromatography, eluting with 25:75 ethyl acetate:hexanes, provided 4-(3-cyclop...